This data is from the Open Reaction Database (ORD), a public repository of structured organic reaction records. The task is: describe an organic reaction: reactants, conditions, products, and yield The reactants are ClCCl, CN(C)C1(c2ccccc2)CCC(=O)CC1, Cc1c[nH]c2ccccc12, [Na+], [OH-], O=S(=O)(O)C(F)(F)F. Product: Cc1c(C2=CCC(c3ccccc3)(N(C)C)CC2)[nH]c2ccccc12. Reaction SMILES: [CH2:37]([Cl:38])[Cl:39].[CH3:11][N:12]([C:13]1([c:20]2[cH:21][cH:22][cH:23][cH:24][cH:25]2)[CH2:14][CH2:15][C:16](=[O:19])[CH2:17][CH2:18]1)[CH3:26].[CH3:1][c:2]1[cH:3][nH:4][c:5]2[cH:6][cH:7][cH:8][cH:9][c:10]12.[Na+:36].[OH-:35].[OH:27][S:28]([C:29]([F:30])([F:31])[F:32])(=[O:33])=[O:34]>>[CH3:1][c:2]1[c:3]([C:16]2=[CH:15][CH2:14][C:13]([N:12]([CH3:11])[CH3:26])([c:20]3[cH:21][cH:22][cH:23][cH:24][cH:25]3)[CH2:18][CH2:17]2)[nH:4][c:5]2[cH:6][cH:7][cH:8][cH:9][c:10]12. Starting materials: CC(C)(C)OC(=O)N1CC2CCN(c3ccc(Cl)nc3)C2C1, ClCCl, O=C(O)C(F)(F)F. Yields the product Clc1ccc(N2CCC3CNCC32)cn1. As a reaction SMILES: [Cl:1][c:2]1[cH:3][cH:4][c:5]([N:8]2[CH:9]3[CH:10]([CH2:11][CH2:12]2)[CH2:13][N:14]([C:16]([O:17][C:18]([CH3:19])([CH3:20])[CH3:21])=[O:22])[CH2:15]3)[cH:6][n:7]1.[Cl:30][CH2:31][Cl:32].[OH:23][C:24]([C:25]([F:26])([F:27])[F:28])=[O:29]>>[Cl:1][c:2]1[cH:3][cH:4][c:5]([N:8]2[CH:9]3[CH:10]([CH2:11][CH2:12]2)[CH2:13][NH:14][CH2:15]3)[cH:6][n:7]1. Reactants: Cc1ccccc1, O=C=Nc1cccc(F)c1, NN, C1COCCO1, O. Yields the product NNC(=O)Nc1cccc(F)c1. As a reaction SMILES: [CH3:14][c:15]1[cH:16][cH:17][cH:18][cH:19][cH:20]1.[F:1][c:2]1[cH:3][c:4]([N:8]=[C:9]=[O:10])[cH:5][cH:6][cH:7]1.[NH2:12][NH2:13].[O:21]1[CH2:22][CH2:23][O:24][CH2:25][CH2:26]1.[OH2:11]>>[F:1][c:2]1[cH:3][c:4]([NH:8][C:9](=[O:10])[NH:12][NH2:13])[cH:5][cH:6][cH:7]1. Starting materials: C(=O)([O-])[O-].[Na+].[Na+] (Na2CO3), [N+](=O)([O-])C1=C(C=CC=C1)S(=O)(=O)Cl (2-nitrobenzenesulfonyl chloride), C(Cl)Cl (CH2Cl2), C(O)CN (Ethanolamine). Procedure details: Ethanolamine (10 mL, 165 mmol) was dissolved in ethyl acetate (60 mL). Then a solution of Na2CO3 (22.7 g, 214.2 mmol) in water (100 mL) was added. Then, a solution of 2-nitrobenzenesulfonyl chloride (35.0 g, 157.9 mmol) in ethyl acetate (100 mL) was added dropwise under stirring. The resulting solution was stirred at room temperature for 2 h (TLC monitoring, eluent: CH2Cl2). The organic layer was separated, washed with water and a solution of citric acid, dried over Na2SO4, and evaporated. Yield... As a reaction SMILES: [CH2:1]([CH2:3][NH2:4])[OH:2].C([O-])([O-])=O.[Na+].[Na+].[N+:11]([C:14]1[CH:19]=[CH:18][CH:17]=[CH:16][C:15]=1[S:20](Cl)(=[O:22])=[O:21])([O-:13])=[O:12].C(Cl)Cl>C(OCC)(=O)C.O>[OH:2][CH2:1][CH2:3][NH:4][S:20]([C:15]1[CH:16]=[CH:17][CH:18]=[CH:19][C:14]=1[N+:11]([O-:13])=[O:12])(=[O:21])=[O:22] |f:1.2.3|. Solvent: O (water), C(C)(=O)OCC (ethyl acetate), C(C)(=O)OCC (ethyl acetate). The product is OCCNS(=O)(=O)C1=C(C=CC=C1)[N+](=O)[O-] (N-(2-Hydroxyethyl)-2-nitrobenzenesulfonamide). Starting materials: C[Si](C)(C)Cl (TMS-Cl), C(=O)(O)[O-].[Na+] (NaHCO3), C(C)OC(C(F)(F)Br)=O (ethylbromodifluoroacetate), C(C)(C)(C)OC(=O)N1CCN(CC1)CC1=CC=CC=2NN=NC21 (4-benzotriazol-ylmethylpiperazine-1-carboxylic acid tert-butyl ester). Reagents/catalysts: [Zn] (zinc). Run in C1CCOC1 (THF). Conditions: time 15 minute. Product: C(C)(C)(C)OC(=O)N1CCN(CC1)CC(F)(F)C(=O)OCC (4-(2-ethoxycarbonyl-2,2-difluoro-ethyl)-piperazine-1-carboxylic acid tert-butyl ester). Isolated yield 22.0%. Reaction SMILES: C[Si](Cl)(C)C.[CH2:6]([O:8][C:9](=[O:14])[C:10](Br)([F:12])[F:11])[CH3:7].[C:15]([O:19][C:20]([N:22]1[CH2:27][CH2:26][N:25]([CH2:28]C2C3N=NNC=3C=CC=2)[CH2:24][CH2:23]1)=[O:21])([CH3:18])([CH3:17])[CH3:16].C([O-])(O)=O.[Na+]>C1COCC1.[Zn]>[C:15]([O:19][C:20]([N:22]1[CH2:27][CH2:26][N:25]([CH2:28][C:10]([C:9]([O:8][CH2:6][CH3:7])=[O:14])([F:12])[F:11])[CH2:24][CH2:23]1)=[O:21])([CH3:18])([CH3:17])[CH3:16] |f:3.4|. Reported procedure: To a suspension of zinc dust (1.93 g, 29.5 mmol) in dry THF (30 mL), under nitrogen, was added TMS-Cl (trimethylsilyl chloride) (1.28 g, 11.8 mmol). The reaction mixture was stirred for 15 min, and then ethylbromodifluoroacetate (4.49 g, 22.1 mmol) was slowly added, followed 15 min later by a solution 4-benzotriazol-ylmethylpiperazine-1-carboxylic acid tert-butyl ester (4.68 g, 14.8 mmol). After, 3 h stirring at room temperature, the mixture was poured onto 5% aqueous NaHCO3 (40 mL) and filtered...